Dataset: the Open Reaction Database (ORD), a public repository of structured organic reaction records. Task: describe an organic reaction: reactants, conditions, products, and yield Starting materials: ClC1=CC=C(C=C1)[C@H](N1CC(C1)[C@H](C(C)(C)F)C=1C=C(C(=O)NN)C=C(C1)F)C1=CC(=CC=C1)C#N (3-((1S)-1-{1-[(S)-(4-chlorophenyl)(3-cyanophenyl) methyl]azetidin-3-yl}-2-fluoro-2-methylpropyl)-5-fluorobenzohydrazide), C(=O)(Cl)Cl (phosgene). Solvent: C(Cl)Cl (CH2Cl2). Run at time 1.5 hour. Yields the product ClC1=CC=C(C=C1)[C@@H](C=1C=C(C#N)C=CC1)N1CC(C1)[C@H](C(C)(C)F)C1=CC(=CC(=C1)C=1OC(NN1)=O)F (3-[(S)-(4-chlorophenyl)(3-{(1S)-2-fluoro-1-[3-fluoro-5-(5-oxo-4,5-dihydro-1,3,4-oxadiazol-2-yl)phenyl]-2-methylpropyl}azetidin-1-yl)methyl]benzonitrile). RXN SMILES: [Cl:1][C:2]1[CH:7]=[CH:6][C:5]([C@@H:8]([C:29]2[CH:34]=[CH:33][CH:32]=[C:31]([C:35]#[N:36])[CH:30]=2)[N:9]2[CH2:12][CH:11]([C@@H:13]([C:18]3[CH:19]=[C:20]([CH:25]=[C:26]([F:28])[CH:27]=3)[C:21]([NH:23][NH2:24])=[O:22])[C:14]([F:17])([CH3:16])[CH3:15])[CH2:10]2)=[CH:4][CH:3]=1.[C:37](Cl)(Cl)=[O:38]>C(Cl)Cl>[Cl:1][C:2]1[CH:3]=[CH:4][C:5]([C@H:8]([N:9]2[CH2:12][CH:11]([C@@H:13]([C:18]3[CH:19]=[C:20]([C:21]4[O:22][C:37](=[O:38])[NH:24][N:23]=4)[CH:25]=[C:26]([F:28])[CH:27]=3)[C:14]([F:17])([CH3:16])[CH3:15])[CH2:10]2)[C:29]2[CH:30]=[C:31]([CH:32]=[CH:33][CH:34]=2)[C:35]#[N:36])=[CH:6][CH:7]=1. Procedure: To a solution of 44 mg (0.86 mmol) of 3-((1S)-1-{1-[(S)-(4-chlorophenyl)(3-cyanophenyl) methyl]azetidin-3-yl}-2-fluoro-2-methylpropyl)-5-fluorobenzohydrazide (Preparation 19) in 2 mL CH2Cl2 was added 11.3 uL(0.215 mmol) of phosgene solution (20% in toluene) at 0° C., followed by stirring at rt. After 1.5 h, the solution was concentrated in vacuo to remove solvents and 2 mL of 2N NH3 in MeOH was added and the solution was concentrated again. The residue was purified by silica gel chromatography w...